This data is from the Open Reaction Database (ORD), a public repository of structured organic reaction records. The task is: describe an organic reaction: reactants, conditions, products, and yield Reactants: N1C(=NC=C1)CN1C2=C(OCC1=O)N=C(C(=C2)C2=CC=CC=C2)C2=CC=C(C=C2)C2(CCC2)N (1-((1H-imidazol-2-yl)methyl)-6-(4-(1-aminocyclobutyl)phenyl)-7-phenyl-1H-pyrido[2,3-b][1,4]oxazin-2(3H)-one), C(C)(C)(C)OC(NC1(CCC1)C1=CC=C(C=C1)C=1C(=CC2=C(NCCC(N2CCF)=O)N1)C1=CC=CC=C1)=O (tert-butyl(1-(4-(1-(2-fluoroethyl)-2-oxo-8-phenyl-2,3,4,5-tetrahydro-1H-pyrido[2,3-b][1,4]diazepin-7-yl)phenyl)cyclobutyl)carbamate). The product is NC1(CCC1)C1=CC=C(C=C1)C=1C(=CC2=C(NCCC(N2CCF)=O)N1)C1=CC=CC=C1 (7-(4-(1-aminocyclobutyl)phenyl)-1-(2-fluoroethyl)-8-phenyl-4,5-dihydro-1H-pyrido[2,3-b][1,4]diazepin-2(3H)-one). The yield is 92.9%. RXN SMILES: N1C=CN=C1CN1C(=O)COC2N=C(C3C=CC(C4(N)CCC4)=CC=3)C(C3C=CC=CC=3)=CC1=2.C(OC(=O)[NH:41][C:42]1([C:46]2[CH:51]=[CH:50][C:49]([C:52]3[C:53]([C:67]4[CH:72]=[CH:71][CH:70]=[CH:69][CH:68]=4)=[CH:54][C:55]4[N:61]([CH2:62][CH2:63][F:64])[C:60](=[O:65])[CH2:59][CH2:58][NH:57][C:56]=4[N:66]=3)=[CH:48][CH:47]=2)[CH2:45][CH2:44][CH2:43]1)(C)(C)C>>[NH2:41][C:42]1([C:46]2[CH:47]=[CH:48][C:49]([C:52]3[C:53]([C:67]4[CH:68]=[CH:69][CH:70]=[CH:71][CH:72]=4)=[CH:54][C:55]4[N:61]([CH2:62][CH2:63][F:64])[C:60](=[O:65])[CH2:59][CH2:58][NH:57][C:56]=4[N:66]=3)=[CH:50][CH:51]=2)[CH2:45][CH2:44][CH2:43]1. Reported procedure: Following the procedure for 1-((1H-imidazol-2-yl)methyl)-6-(4-(1-aminocyclobutyl)phenyl)-7-phenyl-1H-pyrido[2,3-b][1,4]oxazin-2(3H)-one, tert-butyl(1-(4-(1-(2-fluoroethyl)-2-oxo-8-phenyl-2,3,4,5-tetrahydro-1H-pyrido[2,3-b][1,4]diazepin-7-yl)phenyl)cyclobutyl)carbamate (15 mg, 0.03 mmol) was reacted to afford the title compound (12 mg, 64%). LCMS (Method D): RT=0.808 min, M+1=431. 1H NMR (500 MHz, MeOD): 7.76 (1H, s), 7.48 (2H, d), 7.41 (2H, d), 7.29-7.25 (3H, m), 7.20-7.18 (2H, m), 4.67 (2H, dt)... Reactants: C(C=C)O[C@@H]1C[C@H]2[C@H](N([C@@H]1C2)C(=O)OC(C)(C)C)C(=O)N2[C@@H](CCC2)C#N (tert-Butyl (1R,3S,4S,6R)-6-allyloxy-3-{[(2S)-2-cyano-1-pyrrolidinyl]carbonyl}-2-azabicyclo[2.2.1]heptane-2-carboxylate), palladium(2) chloride, CN(C=O)C (dimethylformamide). The reagents and catalysts are [Cu]Cl (copper(1) chloride). The solvent is O (water). Run at time 3 hour. Yields the product C(#N)[C@H]1N(CCC1)C(=O)[C@H]1N([C@H]2[C@@H](C[C@@H]1C2)OCC(C)=O)C(=O)OC(C)(C)C (tert-Butyl (1R,3S,4S,6R)-3-{[(2S)-2-cyano-1-pyrrolidinyl]carbonyl}-6-(2-oxopropoxy)-2-azabicyclo[2.2.1]heptane-2-carboxylate). As a reaction SMILES: [CH2:1]([O:4][C@H:5]1[C@H:10]2[CH2:11][C@H:7]([C@@H:8]([C:19]([N:21]3[CH2:25][CH2:24][CH2:23][C@H:22]3[C:26]#[N:27])=[O:20])[N:9]2[C:12]([O:14][C:15]([CH3:18])([CH3:17])[CH3:16])=[O:13])[CH2:6]1)[CH:2]=[CH2:3].CN(C)C=[O:31]>O.[Cu]Cl>[C:26]([C@@H:22]1[CH2:23][CH2:24][CH2:25][N:21]1[C:19]([C@@H:8]1[C@H:7]2[CH2:11][C@H:10]([C@H:5]([O:4][CH2:1][C:2](=[O:31])[CH3:3])[CH2:6]2)[N:9]1[C:12]([O:14][C:15]([CH3:18])([CH3:17])[CH3:16])=[O:13])=[O:20])#[N:27]. Procedure: To a solution of tert-butyl (1R,3S,4S,6R)-6-allyloxy-3-{[(2S)-2-cyano-1-pyrrolidinyl]carbonyl}-2-azabicyclo[2.2.1]heptane-2-carboxylate obtained in Example 16-1 (277 mg) in dimethylformamide (5.0 mL) and water (0.45 mL), were added palladium(2) chloride (105 mg) and copper(1) chloride (292 mg). The mixture was stirred vigorously in aerobic condition at room temperature for 3 hrs. The reactants are O=C([O-])[O-], CCOC(Cc1ccc(O)cc1OC)C(=O)OC, Cc1cc(-c2nc(CCl)c(C)o2)ccc1F, [Cs+], [Cs+], [I-], [K+]. The product is CCOC(Cc1ccc(OCc2nc(-c3ccc(F)c(C)c3)oc2C)cc1OC)C(=O)OC. Reaction SMILES: [C:35](=[O:36])([O-:37])[O-:38].[CH3:1][O:2][C:3]([CH:4]([CH2:5][c:6]1[c:7]([O:13][CH3:14])[cH:8][c:9]([OH:12])[cH:10][cH:11]1)[O:15][CH2:16][CH3:17])=[O:18].[Cl:19][CH2:20][c:21]1[n:22][c:23](-[c:27]2[cH:28][c:29]([CH3:34])[c:30]([F:33])[cH:31][cH:32]2)[o:24][c:25]1[CH3:26].[Cs+:39].[Cs+:40].[I-:42].[K+:41]>>[CH3:1][O:2][C:3]([CH:4]([CH2:5][c:6]1[c:7]([O:13][CH3:14])[cH:8][c:9]([O:12][CH2:20][c:21]2[n:22][c:23](-[c:27]3[cH:28][c:29]([CH3:34])[c:30]([F:33])[cH:31][cH:32]3)[o:24][c:25]2[CH3:26])[cH:10][cH:11]1)[O:15][CH2:16][CH3:17])=[O:18].